The task is: describe an organic reaction: reactants, conditions, products, and yield. This data is from the Open Reaction Database (ORD), a public repository of structured organic reaction records. Reactants: C(CC#N)#N (malononitrile), C1(=CC=CC=C1)N=C=S (phenylisothiocyanate), ice water, Cl (HCl), C(CCl)Cl (EDC), CC(CCN)C (3-methylbutylamine). The solvent is CN(C)C=O (DMF), C(C)N(CC)CC (triethylamine), CN(C)C=O (DMF). Conditions: temperature 0 celsius, time 25 minute. The product is C(#N)C(C#N)=C(NC1=CC=CC=C1)NCCC(C)C (2-cyano-3-(3-methylbutylamino)-3-(phenylamino)-2-propenenitrile). Isolated yield 47.0%. As a reaction SMILES: [C:1](#[N:5])[CH2:2][C:3]#[N:4].[C:6]1([N:12]=[C:13]=S)[CH:11]=[CH:10][CH:9]=[CH:8][CH:7]=1.C(Cl)CCl.[CH3:19][CH:20]([CH3:24])[CH2:21][CH2:22][NH2:23].Cl>CN(C=O)C.C(N(CC)CC)C>[C:3]([C:2](=[C:13]([NH:23][CH2:22][CH2:21][CH:20]([CH3:24])[CH3:19])[NH:12][C:6]1[CH:11]=[CH:10][CH:9]=[CH:8][CH:7]=1)[C:1]#[N:5])#[N:4]. Procedure: To a solution of malononitrile (0.34 g, 5.15 mmol) in DMF (5 mL) at 0° C. first phenylisothiocyanate (0.60 mL, 5.02 mmol) and then triethylamine (1.4 mL) were added. The resulting mixture was stirred at 0° C. for 25 min, and then a freshly prepared mixture of EDC (2.90 g, 15.1 mmol), 3-methylbutylamine (1.20 mL, 10.3 mmol) and DMF (10 mL) was added. After stirring at room temperature for 2 d the mixture was poured into a mixture of ice-water (50 mL) and conc. HCl (3.0 mL). The product was extrac... Starting materials: CCN=C=NCCCN(C)C, C1CCOC1, CC(C)c1nc(CN(C)C(=O)NC(C(=O)O)C(C)C)cs1, NC(Cc1ccccc1)CC(O)C(Cc1ccccc1)NC(=O)OCc1cncs1, O, On1nnc2ccccc21. Product: CC(C)c1nc(CN(C)C(=O)NC(C(=O)NC(Cc2ccccc2)CC(O)C(Cc2ccccc2)NC(=O)OCc2cncs2)C(C)C)cs1. As a reaction SMILES: [CH2:63]([N:64]=[C:65]=[N:66][CH2:67][CH2:68][CH2:69][N:70]([CH3:71])[CH3:72])[CH3:73].[CH2:74]1[O:75][CH2:76][CH2:77][CH2:78]1.[CH3:1][N:2]([CH2:3][c:4]1[n:5][c:6]([CH:9]([CH3:10])[CH3:11])[s:7][cH:8]1)[C:12](=[O:13])[NH:14][CH:15]([CH:16]([CH3:17])[CH3:18])[C:19](=[O:20])[OH:21].[NH2:22][CH:23]([CH2:24][CH:25]([CH:26]([CH2:27][c:28]1[cH:29][cH:30][cH:31][cH:32][cH:33]1)[NH:34][C:35](=[O:36])[O:37][CH2:38][c:39]1[cH:40][n:41][cH:42][s:43]1)[OH:44])[CH2:45][c:46]1[cH:47][cH:48][cH:49][cH:50][cH:51]1.[OH2:52].[OH:53][n:54]1[c:55]2[cH:56][cH:57][cH:58][cH:59][c:60]2[n:61][n:62]1>>[CH3:1][N:2]([CH2:3][c:4]1[n:5][c:6]([CH:9]([CH3:10])[CH3:11])[s:7][cH:8]1)[C:12](=[O:13])[NH:14][CH:15]([CH:16]([CH3:17])[CH3:18])[C:19](=[O:21])[NH:22][CH:23]([CH2:24][CH:25]([CH:26]([CH2:27][c:28]1[cH:29][cH:30][cH:31][cH:32][cH:33]1)[NH:34][C:35](=[O:36])[O:37][CH2:38][c:39]1[cH:40][n:41][cH:42][s:43]1)[OH:44])[CH2:45][c:46]1[cH:47][cH:48][cH:49][cH:50][cH:51]1. As a reaction SMILES: [OH:1][N:2]=[C:3](Cl)[C:4]1[CH:9]=[N:8][CH:7]=[CH:6][N:5]=1.[C:11]([C:13]1[CH:18]=[CH:17][C:16]([F:19])=[CH:15][CH:14]=1)#[CH:12].N>>[F:19][C:16]1[CH:17]=[CH:18][C:13]([C:11]2[O:1][N:2]=[C:3]([C:4]3[CH:9]=[N:8][CH:7]=[CH:6][N:5]=3)[CH:12]=2)=[CH:14][CH:15]=1. Yields the product FC1=CC=C(C=C1)C1=CC(=NO1)C1=NC=CN=C1 (5-(4-Fluorophenyl)-3-(pyrazin-2-yl)isoxazole). Starting materials: ON=C(C1=NC=CN=C1)Cl (N-Hydroxypyrazine-2-carbimidoyl chloride), C(#C)C1=CC=C(C=C1)F (1-ethynyl-4-fluorobenzene), N (NH3). Reported procedure: The titled compound was prepared according to Method CB using the product of Example 83D (79 mg, 0.5 mmol) and 1-ethynyl-4-fluorobenzene (Aldrich, 60 mg, 0.5 mmol). 1H NMR (300 MHz, MeOH-d4) δ 5.70-5.81 (m, 2H), 5.85 (s, 1 H), 6.35-6.55 (m, 2H), 7.15 (d, J=2.4 Hz, 1H), 7.19-7.26 (m, 1H), 7.75 (d, J=1.6 Hz, 1H) ppm; MS (DCI/NH3) m/z 242 (M+H)+. Starting materials: ClC=1C=C(NC=2C3=C(N=CN2)NC(=C3)C3=NC=CC=C3)C=CC1 (4-(3-Chloro-anilino)-6-(pyrid-2-yl)-7H-pyrrolo[2,3-d]pyrimidine), Cl (HCl). The solvent is O1CCOCC1 (dioxane). Reaction conditions: time 2.5 hour. The product is Cl.ClC=1C=C(NC=2C3=C(N=CN2)NC(=C3)C3=NC=CC=C3)C=CC1 (4-(3-Chloro-anilino)-6-(pyrid-2-yl)-7H-pyrrolo[2,3-d]pyrimidine hydrochloride). Reaction SMILES: [Cl:1][C:2]1[CH:3]=[C:4]([CH:21]=[CH:22][CH:23]=1)[NH:5][C:6]1[C:7]2[CH:14]=[C:13]([C:15]3[CH:20]=[CH:19][CH:18]=[CH:17][N:16]=3)[NH:12][C:8]=2[N:9]=[CH:10][N:11]=1.Cl>O1CCOCC1>[ClH:1].[Cl:1][C:2]1[CH:3]=[C:4]([CH:21]=[CH:22][CH:23]=1)[NH:5][C:6]1[C:7]2[CH:14]=[C:13]([C:15]3[CH:20]=[CH:19][CH:18]=[CH:17][N:16]=3)[NH:12][C:8]=2[N:9]=[CH:10][N:11]=1 |f:3.4|. Procedure details: 1.48 g (4.6 mmol) of 4-(3-chloro-anilino)-6-(pyrid-2-yl)-7H-pyrrolo[2,3-d]pyrimidine (see Example 1) are suspended in 115 ml of dioxane; with cooling, 46 ml of 0.1 N HCl solution (0.1 normal hydrochloric acid solution) are added and the reaction suspension is stirred at RT for 2.5 hours. The suspension is concentrated by evaporation and the residue is stirred in 400 ml of hot methanol and filtered. The filtrate is filtered while hot through activated carbon, concentrated by evaporation and diges... Starting materials: BrC=1C(=CC2=C(C=3N(CCO2)C=C(N3)C(=O)N)C1)F (10-bromo-9-fluoro-5,6-dihydrobenzo[f]imidazo[1,2-d][1,4]oxazepine-2-carboxamide), ClC=1C=CC(=NC1)C(C)(C#C)O (2-(5-chloropyridin-2-yl)but-3-yn-2-ol). The product is ClC=1C=CC(=NC1)C(C#CC=1C(=CC2=C(C=3N(CCO2)C=C(N3)C(=O)N)C1)F)(C)O ((±)-10-(3-(5-chloropyridin-2-yl)-3-hydroxybut-1-yn-1-yl)-9-fluoro-5,6-dihydrobenzo[f]imidazo[1,2-d][1,4]oxazepine-2-carboxamide). Isolated yield 28.0%. Reaction SMILES: Br[C:2]1[C:3]([F:19])=[CH:4][C:5]2[O:11][CH2:10][CH2:9][N:8]3[CH:12]=[C:13]([C:15]([NH2:17])=[O:16])[N:14]=[C:7]3[C:6]=2[CH:18]=1.[Cl:20][C:21]1[CH:22]=[CH:23][C:24]([C:27]([OH:31])([C:29]#[CH:30])[CH3:28])=[N:25][CH:26]=1>>[Cl:20][C:21]1[CH:22]=[CH:23][C:24]([C:27]([OH:31])([CH3:28])[C:29]#[C:30][C:2]2[C:3]([F:19])=[CH:4][C:5]3[O:11][CH2:10][CH2:9][N:8]4[CH:12]=[C:13]([C:15]([NH2:17])=[O:16])[N:14]=[C:7]4[C:6]=3[CH:18]=2)=[N:25][CH:26]=1. Procedure details: Similar to as described in General Procedure G, 10-bromo-9-fluoro-5,6-dihydrobenzo[f]imidazo[1,2-d][1,4]oxazepine-2-carboxamide was reacted with 2-(5-chloropyridin-2-yl)but-3-yn-2-ol to give the titled compound as a grey solid (60 mg, 28%). Starting materials: NN1C(C=CC2=NC=CC=C12)=[NH2+].CC1=C(C(=CC(=C1)C)C)S(=O)(=O)[O-] (1-amino-1,5-naphthyridin-2(1H)-iminium 2,4,6-trimethylbenzenesulfonate), ClC(C(=O)OC)Cl (methyl 2,2-dichloroacetate), C([O-])([O-])=O.[K+].[K+] (potassium carbonate). Run in CCO (EtOH). Reaction conditions: temperature 80 celsius, time 16 hour. Product: ClC(C1=NN2C(C=CC3=NC=CC=C23)=N1)Cl (2-(Dichloromethyl)-[1,2,4]triazolo[1,5-a][1,5]naphthyridine). Isolated yield 39.0%. As a reaction SMILES: [NH2:1][N:2]1[C:11]2[C:6](=[N:7][CH:8]=[CH:9][CH:10]=2)[CH:5]=[CH:4][C:3]1=[NH2+:12].CC1C=C(C)C=C(C)C=1S([O-])(=O)=O.[Cl:26][CH:27]([Cl:32])[C:28](OC)=O.C(=O)([O-])[O-].[K+].[K+]>CCO>[Cl:26][CH:27]([Cl:32])[C:28]1[N:12]=[C:3]2[CH:4]=[CH:5][C:6]3[C:11]([N:2]2[N:1]=1)=[CH:10][CH:9]=[CH:8][N:7]=3 |f:0.1,3.4.5|. Reported procedure: A suspension of 1-amino-1,5-naphthyridin-2(1H)-iminium-2,4,6-trimethylbenzenesulfonate (crude product from the previous step, 3.0 mmol), methyl 2,2-dichloroacetate (0.86 g, 6.0 mmol) and potassium carbonate (0.62 g, 4.5 mmol) in EtOH (30 mL) was stirred at 80° C. for 16 h. After cooled to room temperature, the reaction mixture was concentrated and the residue was purified by silica gel column chromatography (eluting with 2% v/v MeOH in DCM) to give the title compound as a purple solid (300 mg, y... Reactants: CN1CCCN(C1=O)C (DMPU), C(C)(C)(C)[Si](OC(C(F)(F)F)(C(F)(F)F)C1=CC=C(C=C1)CS(=O)(=O)C1=CC=CC=C1)(C)C (Tert-Butyl(dimethyl)[2,2,2-trifluoro-1-{4-[(phenylsulfonyl)methyl]phenyl}-1-(trifluoromethyl)ethoxy]silane), [Li]CCCC (BuLi), hexanes, C(C=C)Br (allyl bromide). Run in C1CCOC1 (THF). Reaction conditions: temperature -78 celsius, time 30 minute. Product: FC(C(C(F)(F)F)(O)C1=CC=C(C=C1)C(CC=C)S(=O)(=O)C1=CC=CC=C1)(F)F (1,1,1,3,3,3-Hexafluoro-2-{4-[1-(phenylsulfonyl)but-3-enyl]phenyl}propan-2-ol). RXN SMILES: C([Si](C)(C)[O:6][C:7]([C:16]1[CH:21]=[CH:20][C:19]([CH2:22][S:23]([C:26]2[CH:31]=[CH:30][CH:29]=[CH:28][CH:27]=2)(=[O:25])=[O:24])=[CH:18][CH:17]=1)([C:12]([F:15])([F:14])[F:13])[C:8]([F:11])([F:10])[F:9])(C)(C)C.[Li][CH2:35][CH2:36][CH2:37]C.CN1C(=O)N(C)CCC1.C(Br)C=C>C1COCC1>[F:15][C:12]([F:14])([F:13])[C:7]([C:16]1[CH:17]=[CH:18][C:19]([CH:22]([S:23]([C:26]2[CH:27]=[CH:28][CH:29]=[CH:30][CH:31]=2)(=[O:24])=[O:25])[CH2:37][CH:36]=[CH2:35])=[CH:20][CH:21]=1)([OH:6])[C:8]([F:10])([F:11])[F:9]. Procedure: Tert-Butyl(dimethyl)[2,2,2-trifluoro-1-{4-[(phenylsulfonyl)methyl]phenyl}-1-(trifluoromethyl)ethoxy]silane (378 mg, 0.74 mmol) was dissolved in anhydrous THF (10 mL) under argon and cooled to −78° C. 1.6M BuLi solution in hexanes (0.5 mL, 0.85 mmol) was added and the reaction was allowed to warm to 0° C. After 30 min at 0° C., the reaction was cooled to −78° C. and DMPU (0.26 mL, 2.1 mmol) was added, followed by allyl bromide (0.07 mL, 0.81 mmol). The reaction was allowed to warm to 0° C. and mo... The reactants are NC1=CC=C2C=CC(=NC2=C1)C (7-amino-2-methylquinoline), CC=1C=C(C(=O)O)C=CC1C1=CC=NC=C1 (3-methyl-4-(4-pyridyl)benzoic acid). Product: CC=1C=C(C(=O)NC2=CC=C3C=CC(=NC3=C2)C)C=CC1C1=CC=NC=C1 (3-Methyl-4-(4-pyridyl)-N-(2-methylquinolin-7-yl)-benzamide). RXN SMILES: [NH2:1][C:2]1[CH:11]=[C:10]2[C:5]([CH:6]=[CH:7][C:8]([CH3:12])=[N:9]2)=[CH:4][CH:3]=1.[CH3:13][C:14]1[CH:15]=[C:16]([CH:20]=[CH:21][C:22]=1[C:23]1[CH:28]=[CH:27][N:26]=[CH:25][CH:24]=1)[C:17](O)=[O:18]>>[CH3:13][C:14]1[CH:15]=[C:16]([CH:20]=[CH:21][C:22]=1[C:23]1[CH:28]=[CH:27][N:26]=[CH:25][CH:24]=1)[C:17]([NH:1][C:2]1[CH:11]=[C:10]2[C:5]([CH:6]=[CH:7][C:8]([CH3:12])=[N:9]2)=[CH:4][CH:3]=1)=[O:18]. Procedure details: Using the procedure outlined in Example 56, the title compound was prepared from 7-amino-2-methylquinoline (D66) (30 mg, 0.19 mmol) and 3-methyl-4-(4-pyridyl)benzoic acid (D57) (49 mg, 0.23 mmol) as an orange gum, (59 mg, 88%). 1H NMR (250 MHz, CDCl3) δ (ppm): 8.70 (dd, 2H), 8.10 (s, 2H), 8.03 (m, 2H), 7.87 (s, 1H), 7.80 (d, 2H), 7.35 (d, 1H), 7.27 (m, 3H), 2.74 (s, 3H), 2.37 (s, 3H). Product: OC(=O)C(F)(F)F.CC(C#CC1=CC(=C(S1)C(=O)O)N(C(=O)[C@@H]1CC[C@H](CC1)C)[C@H](CCOC=1N=NC(=CC1)O)C)(C)C (5-(3,3-Dimethyl-but-1-ynyl)-3-[[3-(6-hydroxy-pyridazin-3-yloxy)-1-(S)-methyl-propyl]-(trans-4-methyl-cyclohexanecarbonyl)-amino]-thiophene-2-carboxylic acid TFA salt). Starting materials: OC(=O)C(F)(F)F.ClC1=CC=C(N=N1)OCC[C@H](C)N(C1=C(SC(=C1)C#CC(C)(C)C)C(=O)O)C(=O)[C@@H]1CC[C@H](CC1)C (3-[[3-(6-chloro-pyridazin-3-yloxy)-1(S)-methyl-propyl]-(trans-4-methyl-cyclohexanecarbonyl)-amino]-5-(3,3-dimethyl-but-1-ynyl)-thiophene-2-carboxylic acid TFA salt), CC(=O)[O-].[Na+] (NaOAc). Procedure: A mixture of 3-[[3-(6-chloro-pyridazin-3-yloxy)-1(S)-methyl-propyl]-(trans-4-methyl-cyclohexanecarbonyl)-amino]-5-(3,3-dimethyl-but-1-ynyl)-thiophene-2-carboxylic acid TFA salt (0.56 g, 0.087 mmol) in AcOH (2.0 mL) and NaOAc (0.37 g, 0.434 mmol) was placed in a preheated 100° C. oil bath and stirred for 3 h. The reaction was determined to be complete by LC/MS. After cooling, the reaction was diluted with CH3OH (5 mL). 5-(3,3-Dimethyl-but-1-ynyl)-3-[[3-(6-hydroxy-pyridazin-3-yloxy)-1-(S)-methyl-p... Conditions: time 3 hour. RXN SMILES: [OH:1][C:2]([C:4]([F:7])([F:6])[F:5])=[O:3].Cl[C:9]1[N:14]=[N:13][C:12]([O:15][CH2:16][CH2:17][C@@H:18]([N:20]([C:35]([C@H:37]2[CH2:42][CH2:41][C@H:40]([CH3:43])[CH2:39][CH2:38]2)=[O:36])[C:21]2[CH:25]=[C:24]([C:26]#[C:27][C:28]([CH3:31])([CH3:30])[CH3:29])[S:23][C:22]=2[C:32]([OH:34])=[O:33])[CH3:19])=[CH:11][CH:10]=1.CC([O-])=[O:46].[Na+]>CC(O)=O.CO>[OH:3][C:2]([C:4]([F:7])([F:6])[F:5])=[O:1].[CH3:29][C:28]([CH3:31])([CH3:30])[C:27]#[C:26][C:24]1[S:23][C:22]([C:32]([OH:34])=[O:33])=[C:21]([N:20]([C@@H:18]([CH3:19])[CH2:17][CH2:16][O:15][C:12]2[N:13]=[N:14][C:9]([OH:46])=[CH:10][CH:11]=2)[C:35]([C@H:37]2[CH2:42][CH2:41][C@H:40]([CH3:43])[CH2:39][CH2:38]2)=[O:36])[CH:25]=1 |f:0.1,2.3,6.7|. The solvent is CO (CH3OH), CC(=O)O (AcOH). Yield: 128.2%. Reactants: O (Water), ClC=1C=NC(=NC1)N1CCC(CC1)[C@@H]1[C@@H](C1)CCN (2-{(1S,2S)-2-[1-(5-chloropyrimidin-2-yl)piperidin-4-yl]cyclopropyl}ethanamine), BrC1=NC=C(C=C1)S(=O)(=O)C (2-bromo-5-(methylsulfonyl)pyridine), C([O-])([O-])=O.[Cs+].[Cs+] (cesium carbonate). The solvent is CN(C)C=O (DMF). Reaction conditions: time 10 minute. Product: ClC=1C=NC(=NC1)N1CCC(CC1)[C@@H]1[C@@H](C1)CCNC1=NC=C(C=C1)S(=O)(=O)C (N-(2-{(1S,2S)-2-[1-(5-chloropyrimidin-2-yl)piperidin-4-yl]cyclopropyl}ethyl)-5-(methylsulfonyl)pyridin-2-amine). Reaction SMILES: [Cl:1][C:2]1[CH:3]=[N:4][C:5]([N:8]2[CH2:13][CH2:12][CH:11]([C@H:14]3[CH2:16][C@H:15]3[CH2:17][CH2:18][NH2:19])[CH2:10][CH2:9]2)=[N:6][CH:7]=1.C(=O)([O-])[O-].[Cs+].[Cs+].Br[C:27]1[CH:32]=[CH:31][C:30]([S:33]([CH3:36])(=[O:35])=[O:34])=[CH:29][N:28]=1.O>CN(C=O)C>[Cl:1][C:2]1[CH:3]=[N:4][C:5]([N:8]2[CH2:13][CH2:12][CH:11]([C@H:14]3[CH2:16][C@H:15]3[CH2:17][CH2:18][NH:19][C:27]3[CH:32]=[CH:31][C:30]([S:33]([CH3:36])(=[O:35])=[O:34])=[CH:29][N:28]=3)[CH2:10][CH2:9]2)=[N:6][CH:7]=1 |f:1.2.3|. Reported procedure: 2-{(1S,2S)-2-[1-(5-chloropyrimidin-2-yl)piperidin-4-yl]cyclopropyl}ethanamine (35 mg, 0.125 mmol) from Example 5 step 3 was dissolved in DMF (0.62 mL), cesium carbonate (203 mg, 0.62 mmol) was added, stirred at room temperature for 10 minutes. 2-bromo-5-(methylsulfonyl)pyridine (32.4 mg, 0.137 mmol) was added. Reaction was run at room temperature for 1 hour, then heated to 50° C. for 5 hours. Water (10 mL) was added, extracted with EtOAc (10 mL×2), second wash with brine (10 mL). The organic pha...